Dataset: the Open Reaction Database (ORD), a public repository of structured organic reaction records. Task: describe an organic reaction: reactants, conditions, products, and yield Reactants: C1CCOC1, COC1=CC2=CCC3C(=CCC4(C)C(=O)CCC34)C2(C)CC1, C[O-], [Na+]. The product is C=C1CC2C3CC=C4C=C(OC)CCC4(C)C3=CCC2(C)C1=O. As a reaction SMILES: [CH2:26]1[O:27][CH2:28][CH2:29][CH2:30]1.[CH3:1][O:2][C:3]1=[CH:4][C:5]2=[CH:6][CH2:7][CH:8]3[CH:9]4[CH2:10][CH2:11][C:12](=[O:22])[C:13]4([CH3:14])[CH2:15][CH:16]=[C:17]3[C:18]2([CH3:21])[CH2:19][CH2:20]1.[CH3:23][O-:24].[Na+:25]>>[CH3:1][O:2][C:3]1=[CH:4][C:5]2=[CH:6][CH2:7][CH:8]3[CH:9]4[CH2:10][C:11](=[CH2:23])[C:12](=[O:22])[C:13]4([CH3:14])[CH2:15][CH:16]=[C:17]3[C:18]2([CH3:21])[CH2:19][CH2:20]1. The reactants are Cc1onc(-c2ccccc2)c1C(=O)Cl, CC(C)C(=O)Nc1cccc(C2CCN(CCCN)CC2)c1. Yields the product Cc1onc(-c2ccccc2)c1C(=O)NCCCN1CCC(c2cccc(NC(=O)C(C)C)c2)CC1. Reaction SMILES: [CH3:23][c:24]1[c:25]([C:35](=[O:36])[Cl:37])[c:26](-[c:29]2[cH:30][cH:31][cH:32][cH:33][cH:34]2)[n:27][o:28]1.[NH2:1][CH2:2][CH2:3][CH2:4][N:5]1[CH2:6][CH2:7][CH:8]([c:11]2[cH:12][c:13]([NH:17][C:18]([CH:19]([CH3:20])[CH3:21])=[O:22])[cH:14][cH:15][cH:16]2)[CH2:9][CH2:10]1>>[NH:1]([CH2:2][CH2:3][CH2:4][N:5]1[CH2:6][CH2:7][CH:8]([c:11]2[cH:12][c:13]([NH:17][C:18]([CH:19]([CH3:20])[CH3:21])=[O:22])[cH:14][cH:15][cH:16]2)[CH2:9][CH2:10]1)[C:35]([c:25]1[c:24]([CH3:23])[o:28][n:27][c:26]1-[c:29]1[cH:30][cH:31][cH:32][cH:33][cH:34]1)=[O:36].